The task is: describe an organic reaction: reactants, conditions, products, and yield. This data is from the Open Reaction Database (ORD), a public repository of structured organic reaction records. The reactants are [I-].ClC1=[N+](C=CC=C1)C (2-chloro-1-methylpyridinium iodide), OCCCCCCCCCCCCCCC(=O)O (15-hydroxypentadecanoic acid), C(CCC)N(CCCC)CCCC (tri-n-butylamine). Run in C(C)#N (acetonitrile), C(C)#N (acetonitrile). Product: C1CCCCCCCOC(=O)CCCCCC1 (1,15-pentadecanolide). Isolated yield 74.0%. As a reaction SMILES: [I-].ClC1C=CC=C[N+]=1C.O[CH2:11][CH2:12][CH2:13][CH2:14][CH2:15][CH2:16][CH2:17][CH2:18][CH2:19][CH2:20][CH2:21][CH2:22][CH2:23][CH2:24][C:25]([OH:27])=[O:26].C(N(CCCC)CCCC)CCC>C(#N)C>[CH2:18]1[CH2:19][CH2:20][CH2:21][CH2:22][CH2:23][CH2:24][C:25](=[O:26])[O:27][CH2:11][CH2:12][CH2:13][CH2:14][CH2:15][CH2:16][CH2:17]1 |f:0.1|. Procedure details: To a refluxing solution of 510 mg (2.0 mmol) of 2-chloro-1-methylpyridinium iodide in 50 ml of acetonitrile, there was added a solution of 134 mg (0.5 mmol) of 15-hydroxypentadecanoic acid and 740 mg (4.0 mmol) of tri-n-butylamine in 40 ml of acetonitrile over a period of 8 hours at a continuous and uniform rate, and the reaction mixture was refluxed for an additional 30 minutes after the addition was completed. After evaporation of the solvent, the residue was separated chromatographically on a...